Dataset: the Open Reaction Database (ORD), a public repository of structured organic reaction records. Task: describe an organic reaction: reactants, conditions, products, and yield Reactants: CC(C)(C)[O-], CC(=O)[O-], CC(=O)[O-], Nc1ccc2c(c1)OCO2, COc1cc(I)cc(OC)c1OC, Cc1ccccc1, ClCCl, [K+], O, [Pd+2], c1ccc(P(c2ccccc2)c2ccc3ccccc3c2-c2c(P(c3ccccc3)c3ccccc3)ccc3ccccc23)cc1. Product: COc1cc(Nc2ccc3c(c2)OCO3)cc(OC)c1OC. As a reaction SMILES: [C:60]([O-:61])([CH3:62])([CH3:63])[CH3:64].[C:83]([O-:84])(=[O:85])[CH3:86].[C:88]([O-:89])(=[O:90])[CH3:91].[CH2:66]1[O:67][c:68]2[cH:69][c:70]([NH2:71])[cH:72][cH:73][c:74]2[O:75]1.[CH3:1][O:2][c:3]1[cH:4][c:5]([I:13])[cH:6][c:7]([O:11][CH3:12])[c:8]1[O:9][CH3:10].[CH3:76][c:77]1[cH:78][cH:79][cH:80][cH:81][cH:82]1.[Cl:93][CH2:94][Cl:95].[K+:65].[OH2:92].[Pd+2:87].[c:14]1([P:15]([c:16]2[cH:17][cH:18][cH:19][cH:20][cH:21]2)[c:22]2[cH:23][cH:24][c:25]3[c:26]([cH:27][cH:28][cH:29][cH:30]3)[c:31]2-[c:32]2[c:33]3[c:34]([cH:35][cH:36][cH:37][cH:38]3)[cH:39][cH:40][c:41]2[P:42]([c:43]2[cH:44][cH:45][cH:46][cH:47][cH:48]2)[c:49]2[cH:50][cH:51][cH:52][cH:53][cH:54]2)[cH:55][cH:56][cH:57][cH:58][cH:59]1>>[CH3:1][O:2][c:3]1[cH:4][c:5]([NH:71][c:70]2[cH:69][c:68]3[c:74]([cH:73][cH:72]2)[O:75][CH2:66][O:67]3)[cH:6][c:7]([O:11][CH3:12])[c:8]1[O:9][CH3:10]. Starting materials: O=C([O-])[O-], CN1CCNCC1, CO, CSc1ncc2c(n1)-c1c(c(C(N)=O)nn1CCCl)CC2, [Cs+], [Cs+]. Yields the product C=Cn1nc(C(N)=O)c2c1-c1nc(SC)ncc1CC2. RXN SMILES: [C:29](=[O:30])([O-:31])[O-:32].[CH3:22][N:23]1[CH2:24][CH2:25][NH:26][CH2:27][CH2:28]1.[CH3:35][OH:36].[Cl:1][CH2:2][CH2:3][n:4]1[n:5][c:6]([C:19](=[O:20])[NH2:21])[c:7]2[c:16]1-[c:15]1[c:10]([cH:11][n:12][c:13]([S:17][CH3:18])[n:14]1)[CH2:9][CH2:8]2.[Cs+:33].[Cs+:34]>>[CH2:2]=[CH:3][n:4]1[n:5][c:6]([C:19](=[O:20])[NH2:21])[c:7]2[c:16]1-[c:15]1[c:10]([cH:11][n:12][c:13]([S:17][CH3:18])[n:14]1)[CH2:9][CH2:8]2. Reactants: C(C)OC(C=CC1=CN(C2=CN=C(C=C21)N2N=CN=C2)C(=O)OC(C)(C)C)=O (ethyl-3-[1-tert-butyloxycarbonyl-5-(1,2,4-triazol-1-yl)pyrrolo[2,3-c]pyridin-3-yl]prop-2-enoate), FC(C(=O)O)(F)F (trifluoroacetic acid). Run in C(Cl)Cl (DCM). Yields the product C(C)OC(C=CC1=CNC2=CN=C(C=C21)N2N=CN=C2)=O (Ethyl-3-(5-(1,2,4-triazol-1-yl)-1H-pyrrolo[2,3-c]pyridin-3-yl)prop-2-enoate). The yield is 82.4%. Reaction SMILES: [CH2:1]([O:3][C:4](=[O:28])[CH:5]=[CH:6][C:7]1[C:15]2[C:10](=[CH:11][N:12]=[C:13]([N:16]3[CH:20]=[N:19][CH:18]=[N:17]3)[CH:14]=2)[N:9](C(OC(C)(C)C)=O)[CH:8]=1)[CH3:2].FC(F)(F)C(O)=O>C(Cl)Cl>[CH2:1]([O:3][C:4](=[O:28])[CH:5]=[CH:6][C:7]1[C:15]2[C:10](=[CH:11][N:12]=[C:13]([N:16]3[CH:20]=[N:19][CH:18]=[N:17]3)[CH:14]=2)[NH:9][CH:8]=1)[CH3:2]. Procedure: A solution of ethyl-3-[1-tert-butyloxycarbonyl-5-(1,2,4-triazol-1-yl)pyrrolo[2,3-c]pyridin-3-yl]prop-2-enoate (1.73 g, 4.5 mmol) and trifluoroacetic acid (5 mL) in dry DCM (20 mL) was stirred at ambient temperature under nitrogen for 5 hours. The solvent was evaporated in vacuo and the residue azeotroped with toluene. The residue was chromatographed on silica eluting with 20% EtOAc in DCM followed by a gradient of 5 to 10% MeOH in DCM to give a colourless solid. This was triturated with ether to... Starting materials: FC1=CC=C(C=C1)C1(CCOCC1)CCN (2-[4-(4-fluorophenyl)oxan-4-yl]ethan-1-amine), C(C1=CC=CC=C1)=O (benzaldehyde). Run in C(Cl)Cl (CH2Cl2). Reaction conditions: time 8 hour. Yields the product C(C1=CC=CC=C1)NCCC1(CCOCC1)C1=CC=C(C=C1)F (benzyl({2-[4-(4-fluorophenyl)oxan-4-yl]ethyl})amine). Reaction SMILES: [F:1][C:2]1[CH:7]=[CH:6][C:5]([C:8]2([CH2:14][CH2:15][NH2:16])[CH2:13][CH2:12][O:11][CH2:10][CH2:9]2)=[CH:4][CH:3]=1.[CH:17](=O)[C:18]1[CH:23]=[CH:22][CH:21]=[CH:20][CH:19]=1>C(Cl)Cl>[CH2:17]([NH:16][CH2:15][CH2:14][C:8]1([C:5]2[CH:6]=[CH:7][C:2]([F:1])=[CH:3][CH:4]=2)[CH2:13][CH2:12][O:11][CH2:10][CH2:9]1)[C:18]1[CH:23]=[CH:22][CH:21]=[CH:20][CH:19]=1. Procedure details: To a solution of 2-[4-(4-fluorophenyl)oxan-4-yl]ethan-1-amine (250 mg, 1.12 mmol) in anhydrous CH2Cl2 (5 ml) and NA2SO4 (159 mg, 1.12 mmol) at rt was added benzaldehyde (0.17 ml, 1.68 mmol). The reaction was stirred overnight. The reaction mixture was filtered and concentrated. The residue was dissolved in 5 ml MeOH at 0° C. and NaBH4 added in one portion (51 mg, 1.34 mmol). The reaction was stirred at 0° C. for 1 h. The solution was then quenched with H2O (10 ml), extracted with CH2Cl2 (3×20 ml...